Dataset: the Open Reaction Database (ORD), a public repository of structured organic reaction records. Task: describe an organic reaction: reactants, conditions, products, and yield Reactants: NC=1C(=NC=CC1)NC1=CC=CC=C1 (3-amino-2-phenylaminopyridine), C(C)O (ethanol), O=CCOC1=CC=C(CC2C(NC(S2)=O)=O)C=C1 (5-[4-(2-oxoethoxy)benzyl)thiazolidine-2,4-dione), II (iodine). Solvent: COCCOC (1,2-dimethoxyethane), C(C)(=O)O (acetic acid). The product is C1(=CC=CC=C1)N1C(=NC=2C1=NC=CC2)COC2=CC=C(CC1C(NC(S1)=O)=O)C=C2 (5-{4-(3-Phenylimidazo[5,4-b]pyridin-2-ylmethoxy)benzyl}thiazolidine-2,4-dione). The yield is 6.2%. RXN SMILES: [NH2:1][C:2]1[C:3]([NH:8][C:9]2[CH:14]=[CH:13][CH:12]=[CH:11][CH:10]=2)=[N:4][CH:5]=[CH:6][CH:7]=1.O=[CH:16][CH2:17][O:18][C:19]1[CH:32]=[CH:31][C:22]([CH2:23][CH:24]2[S:28][C:27](=[O:29])[NH:26][C:25]2=[O:30])=[CH:21][CH:20]=1.II.C(O)C>COCCOC.C(O)(=O)C>[C:9]1([N:8]2[C:3]3=[N:4][CH:5]=[CH:6][CH:7]=[C:2]3[N:1]=[C:16]2[CH2:17][O:18][C:19]2[CH:20]=[CH:21][C:22]([CH2:23][CH:24]3[S:28][C:27](=[O:29])[NH:26][C:25]3=[O:30])=[CH:31][CH:32]=2)[CH:10]=[CH:11][CH:12]=[CH:13][CH:14]=1. Procedure: A procedure similar to that described in Example 18 was repeated, except that 2.78 g of 3-amino-2-phenylaminopyridine (prepared as described in Preparation 84), 3.98 g of 5-[4-(2-oxoethoxy)benzyl)thiazolidine-2,4-dione (prepared as described in Preparation 47), 4.9 g of iodine, 6 ml of ethanol, 6 ml of acetic acid and 50 ml of 1,2-dimethoxyethane were used. After working up the product as described in Example 18, the resulting crude product was purified by column chromatography through silica ge... The reactants are Fc1ccc(CBr)cn1, N#Cc1ccc(Nc2cncnc2)cc1. Product: N#Cc1ccc(N(Cc2ccc(F)nc2)c2cncnc2)cc1. As a reaction SMILES: [Br:16][CH2:17][c:18]1[cH:19][cH:20][c:21]([F:24])[n:22][cH:23]1.[C:1](#[N:2])[c:3]1[cH:4][cH:5][c:6]([NH:9][c:10]2[cH:11][n:12][cH:13][n:14][cH:15]2)[cH:7][cH:8]1>>[C:1](#[N:2])[c:3]1[cH:4][cH:5][c:6]([N:9]([c:10]2[cH:11][n:12][cH:13][n:14][cH:15]2)[CH2:17][c:18]2[cH:19][cH:20][c:21]([F:24])[n:22][cH:23]2)[cH:7][cH:8]1.